From a dataset of the Open Reaction Database (ORD), a public repository of structured organic reaction records. describe an organic reaction: reactants, conditions, products, and yield Reactants: Cl.C1(CC1)COC1=C(C=C(C(=C1)OC)F)C1=C2C(=NC=C1)C(=C(N2)C)C(=O)NC2CCNCC2 (7-[2-(cyclopropylmethoxy)-5-fluoro-4-methoxyphenyl]-2-methyl-N-piperidin-4-yl-1H-pyrrolo[3,2-b]pyridine-3-carboxamide hydrochloride), C(C)(=O)Cl (acetyl chloride). The product is C(C)(=O)N1CCC(CC1)NC(=O)C1=C(NC=2C1=NC=CC2C2=C(C=C(C(=C2)F)OC)OCC2CC2)C (N-(1-Acetylpiperidin-4-yl)-7-[2-(cyclopropylmethoxy)-5-fluoro-4-methoxyphenyl]-2-methyl-1H-pyrrolo[3,2-b]pyridine-3-carboxamide). RXN SMILES: Cl.[CH:2]1([CH2:5][O:6][C:7]2[CH:12]=[C:11]([O:13][CH3:14])[C:10]([F:15])=[CH:9][C:8]=2[C:16]2[CH:21]=[CH:20][N:19]=[C:18]3[C:22]([C:26]([NH:28][CH:29]4[CH2:34][CH2:33][NH:32][CH2:31][CH2:30]4)=[O:27])=[C:23]([CH3:25])[NH:24][C:17]=23)[CH2:4][CH2:3]1.[C:35](Cl)(=[O:37])[CH3:36]>>[C:35]([N:32]1[CH2:31][CH2:30][CH:29]([NH:28][C:26]([C:22]2[C:18]3=[N:19][CH:20]=[CH:21][C:16]([C:8]4[CH:9]=[C:10]([F:15])[C:11]([O:13][CH3:14])=[CH:12][C:7]=4[O:6][CH2:5][CH:2]4[CH2:4][CH2:3]4)=[C:17]3[NH:24][C:23]=2[CH3:25])=[O:27])[CH2:34][CH2:33]1)(=[O:37])[CH3:36] |f:0.1|. Procedure details: Starting from 7-[2-(cyclopropylmethoxy)-5-fluoro-4-methoxyphenyl]-2-methyl-N-piperidin-4-yl-1H-pyrrolo[3,2-b]pyridine-3-carboxamide hydrochloride (example D.f26) and commercially available acetyl chloride the title compound is obtained as colorless solid. Reactants: COCCOCCC(Br)C(=O)Nc1nc(C)cs1, CCOC(C)=O, Sc1ncnc2c1cnn2-c1ccccc1Cl, [K+], [K+], O=C([O-])[O-], CN(C)C=O, O. Yields the product COCCOCCC(Sc1ncnc2c1cnn2-c1ccccc1Cl)C(=O)Nc1nc(C)cs1. RXN SMILES: [Br:1][CH:2]([C:3](=[O:4])[NH:5][c:6]1[s:7][cH:8][c:9]([CH3:11])[n:10]1)[CH2:12][CH2:13][O:14][CH2:15][CH2:16][O:17][CH3:18].[CH3:48][CH2:49][O:50][C:51]([CH3:52])=[O:53].[Cl:19][c:20]1[c:21](-[n:26]2[n:27][cH:28][c:29]3[c:30]2[n:31][cH:32][n:33][c:34]3[SH:35])[cH:22][cH:23][cH:24][cH:25]1.[K+:36].[K+:37].[O-:38][C:39]([O-:40])=[O:41].[O:43]=[CH:44][N:45]([CH3:46])[CH3:47].[OH2:42]>>[CH:2]([C:3](=[O:4])[NH:5][c:6]1[s:7][cH:8][c:9]([CH3:11])[n:10]1)([CH2:12][CH2:13][O:14][CH2:15][CH2:16][O:17][CH3:18])[S:35][c:34]1[c:29]2[cH:28][n:27][n:26](-[c:21]3[c:20]([Cl:19])[cH:25][cH:24][cH:23][cH:22]3)[c:30]2[n:31][cH:32][n:33]1. Reactants: ClC1=C(C=O)C=C(C(=C1)F)[N+](=O)[O-] (2-chloro-4-fluoro-5-nitrobenzaldehyde), [BH4-].[Na+] (sodium borohydride), similar residue, Cl (hydrochloric acid). The solvent is O1CCCC1 (tetrahydrofuran). Product: ClC1=C(CO)C=C(C(=C1)F)[N+](=O)[O-] (2-chloro-4-fluoro-5-nitrobenzyl alcohol). Yield: 70.7%. RXN SMILES: [Cl:1][C:2]1[CH:9]=[C:8]([F:10])[C:7]([N+:11]([O-:13])=[O:12])=[CH:6][C:3]=1[CH:4]=[O:5].[BH4-].[Na+].Cl>O1CCCC1>[Cl:1][C:2]1[CH:9]=[C:8]([F:10])[C:7]([N+:11]([O-:13])=[O:12])=[CH:6][C:3]=1[CH2:4][OH:5] |f:1.2|. Procedure: To a solution of 10.8 g (0.053 mole) of 2-chloro-4-fluoro-5-nitrobenzaldehyde in 100 ml of tetrahydrofuran was added 0.50 g (0.013 mole) of sodium borohydride portionwise. The reaction mixture was stirred for one hour after which dilute hydrochloric acid was added to destroy unreacted sodium borohydride. To this mixture was added 200 ml of methylene chloride, and the phases were separated. The organic phase was washed three times with water, dried over anhydrous magnesium sulfate, and filtered. ... Reactants: C(C1=CC=CC=C1)OC1=CC(N(N=C1)C1OCCCC1)=O (5-Benzyloxy-2-(tetrahydro-pyran-2-yl)-2H-pyridazin-3-one), Cl (HCl). The solvent is CO (MeOH). Reaction conditions: time 10 hour. Yields the product C(C1=CC=CC=C1)OC1=CC(NN=C1)=O (5-Benzyloxy-2H-pyridazin-3-one). RXN SMILES: [CH2:1]([O:8][C:9]1[CH:14]=[N:13][N:12](C2CCCCO2)[C:11](=[O:21])[CH:10]=1)[C:2]1[CH:7]=[CH:6][CH:5]=[CH:4][CH:3]=1.Cl>CO>[CH2:1]([O:8][C:9]1[CH:14]=[N:13][NH:12][C:11](=[O:21])[CH:10]=1)[C:2]1[CH:7]=[CH:6][CH:5]=[CH:4][CH:3]=1. Procedure: To 500 mg (1.75 mmol) 5-benzyloxy-2-(tetrahydro-pyran-2-yl)-2H-pyridazin-3-one (preparation 5b) in 10 mL MeOH is added 8.73 mL (8.73 mmol) 1M aqueous HCl solution and the reaction mixture is stirred overnight at RT and 10 h at reflux. MeOH is evaporated, to the residual aqueous phase is added saturated aqueous NaHCO3-solution until the solution is basic. The aqueous phase is extracted with EtOAc, the combined organic phase is washed with water, dried over MgSO4, filtered and evaporated to afford... Reactants: CCN, COC=Nc1cc(Br)c(OCCCC(C)C)nc1C, CCN(C(C)C)C(C)C, ClCCl, Cl. Yields the product CCN=CNc1cc(Br)c(OCCCC(C)C)nc1C. Reaction SMILES: [CH2:2]([CH3:3])[NH2:4].[CH3:14][O:15][CH:16]=[N:17][c:18]1[c:19]([CH3:32])[n:20][c:21]([O:25][CH2:26][CH2:27][CH2:28][CH:29]([CH3:30])[CH3:31])[c:22]([Br:24])[cH:23]1.[CH:5]([N:6]([CH2:7][CH3:8])[CH:9]([CH3:10])[CH3:11])([CH3:12])[CH3:13].[Cl:33][CH2:34][Cl:35].[ClH:1]>>[CH2:2]([CH3:3])[N:4]=[CH:16][NH:17][c:18]1[c:19]([CH3:32])[n:20][c:21]([O:25][CH2:26][CH2:27][CH2:28][CH:29]([CH3:30])[CH3:31])[c:22]([Br:24])[cH:23]1.